describe an organic reaction: reactants, conditions, products, and yield From a dataset of the Open Reaction Database (ORD), a public repository of structured organic reaction records. Starting materials: solution, Cl (hydrochloric acid), [Ca] (Calcium), C(C1=CC=CC=C1)N1C[C@H](CC1)N[C@H](C)C1=CC(=CC=C1)OC ((S)-(1-benzylpyrrolidin-3-yl)-[(R)-1-(3-methoxyphenyl)ethyl]amine). Reagents/catalysts: [OH-].[Pd+2].[OH-] (palladium hydroxide). Solvent: O1CCOCC1 (dioxane), CO (methanol). Run at time 3 day. Product: Cl.Cl.COC=1C=C(C=CC1)[C@@H](C)N[C@@H]1CNCC1 ((S)-3-[(R)-1-(3-methoxyphenyl)-ethylamino]pyrrolidine dihydrochloride). Reaction SMILES: [Ca].C([N:9]1[CH2:13][CH2:12][C@H:11]([NH:14][C@@H:15]([C:17]2[CH:22]=[CH:21][CH:20]=[C:19]([O:23][CH3:24])[CH:18]=2)[CH3:16])[CH2:10]1)C1C=CC=CC=1.[ClH:25]>CO.O1CCOCC1.[OH-].[Pd+2].[OH-]>[ClH:25].[ClH:25].[CH3:24][O:23][C:19]1[CH:18]=[C:17]([C@H:15]([NH:14][C@H:11]2[CH2:12][CH2:13][NH:9][CH2:10]2)[CH3:16])[CH:22]=[CH:21][CH:20]=1 |f:5.6.7,8.9.10|. Reported procedure: To a solution of 8.0 g of (R)-1-benzyl-3-pyrrolidinol and 16.5 ml of diisopropylethylamine dissolved in 400 ml of methylene chloride was added dropwise a solution of 13.4 g of anhydrous trifluoromethanesulfonic acid in 50 ml of a methylene chloride at −20° C. or lower. The reaction mixture was stirred for 15 minutes while maintaining it to −20° C., then, a solution of 9.88 g of (R)-1-(3-methoxyphenyl)ethylamine in 100 ml of methylene chloride was added dropwise to the mixture at −20° C. or lower... Starting materials: C(C)(C)(C)OC(NC1=C(C=NC=C1)CCO)=O ([3-(2-hydroxy-ethyl)-pyridin-4-yl]-carbamic acid tert-butyl ester), C(=O)(C(F)(F)F)O (TFA). Run in C(Cl)Cl (CH2Cl2). Conditions: time 3 hour. The product is NC1=C(C=NC=C1)CCO (2-(4-aminopyridin-3-yl)ethanol). Yield: 40.0%. As a reaction SMILES: C(OC(=O)[NH:7][C:8]1[CH:13]=[CH:12][N:11]=[CH:10][C:9]=1[CH2:14][CH2:15][OH:16])(C)(C)C.C(O)(C(F)(F)F)=O>C(Cl)Cl>[NH2:7][C:8]1[CH:13]=[CH:12][N:11]=[CH:10][C:9]=1[CH2:14][CH2:15][OH:16]. Procedure: A solution of [3-(2-hydroxy-ethyl)-pyridin-4-yl]-carbamic acid tert-butyl ester (91 mg, 0.38 mmol) in CH2Cl2 (3 mL) was treated with TFA (2 mL) and stirred at room temperature for 3 hours. Concentrated under vacuum to provide 21 mg (23%) of desired product. MS (DCI) m/e 139 (M+H)+. Reactants: CC(C)N=C=NC(C)C, Cl, O=C(O)CCCc1c[nH]c2ccc(F)cc12, NCC1COc2ccccc2O1, CN(C)C=O, O, On1nnc2ccccc21. Yields the product Fc1ccc2[nH]cc(CCCCNCC3COc4ccccc4O3)c2c1. As a reaction SMILES: [CH3:28][CH:29]([N:30]=[C:31]=[N:32][CH:33]([CH3:34])[CH3:35])[CH3:36].[ClH:37].[F:1][c:2]1[cH:3][c:4]2[c:5]([CH2:11][CH2:12][CH2:13][C:14]([OH:15])=[O:16])[cH:6][nH:7][c:8]2[cH:9][cH:10]1.[O:38]1[CH:39]([CH2:48][NH2:49])[CH2:40][O:41][c:42]2[c:43]1[cH:44][cH:45][cH:46][cH:47]2.[O:50]=[CH:51][N:52]([CH3:53])[CH3:54].[OH2:17].[OH:18][n:19]1[c:20]2[cH:21][cH:22][cH:23][cH:24][c:25]2[n:26][n:27]1>>[F:1][c:2]1[cH:3][c:4]2[c:5]([CH2:11][CH2:12][CH2:13][CH2:14][NH:49][CH2:48][CH:39]3[O:38][c:43]4[c:42]([cH:47][cH:46][cH:45][cH:44]4)[O:41][CH2:40]3)[cH:6][nH:7][c:8]2[cH:9][cH:10]1. Starting materials: O=C1[C@]2(C=3C(=NC=CC3)N1)CC1=C(C=C3C=CC(=NC3=C1)C=O)C2 ((s)-2′-oxo-1′,2′,6,8-tetrahydrospiro[cyclopenta[g]quinoline-7,3′-pyrrolo[2,3-b]pyridine]-2-carbaldehyde), O=C1[C@]2(C=3C(=NC=CC3)N1)CC1=C(C=C3C=CC(=NC3=C1)C=O)C2 ((s)-2′-oxo-1′,2′,6,8-tetrahydrospiro[cyclopenta[g]quinoline-7,3′-pyrrolo[2,3-b]pyridine]-2-carbaldehyde), O=C1NC=2C=CC=C3C2C(C1)(CN3)CC(=O)OCC (ethyl (4-oxo-1,2,4,5-tetrahydropyrrolo[4,3,2-de]quinolin-2a(3H)-yl)acetate), Intermediate 22, CC(=O)O (AcOH), C(C)(=O)O[BH-](OC(C)=O)OC(C)=O.[Na+] (sodium triacetoxyborohydride). The solvent is ClCCCl (DCE). Run at time 90 minute. Yields the product O=C1NC=2C=CC=C3C2C(C1)(CN3CC3=NC1=CC2=C(C=C1C=C3)C[C@]3(C(NC1=NC=CC=C13)=O)C2)CC(=O)OCC (Ethyl [4-oxo-1-{[(7S)-2′-oxo-1′,2′,6,8-tetrahydrospiro[cyclopenta[g]quinoline-7,3′-pyrrolo[2,3-b]pyridin]-2-yl]methyl}-1,2,4,5-tetrahydropyrrolo[4,3,2-de]quinolin-2a(3H)-yl]acetate). Reaction SMILES: [O:1]=[C:2]1[NH:10][C:5]2=[N:6][CH:7]=[CH:8][CH:9]=[C:4]2[C@:3]21[CH2:24][C:13]1[CH:14]=[C:15]3[C:20](=[CH:21][C:12]=1[CH2:11]2)[N:19]=[C:18]([CH:22]=O)[CH:17]=[CH:16]3.[O:25]=[C:26]1[CH2:35][C:34]2([CH2:38][C:39]([O:41][CH2:42][CH3:43])=[O:40])[CH2:36][NH:37][C:32]3[C:33]2=[C:28]([CH:29]=[CH:30][CH:31]=3)[NH:27]1.CC(O)=O.C(O[BH-](OC(=O)C)OC(=O)C)(=O)C.[Na+]>ClCCCl>[O:25]=[C:26]1[CH2:35][C:34]2([CH2:38][C:39]([O:41][CH2:42][CH3:43])=[O:40])[CH2:36][N:37]([CH2:22][C:18]3[CH:17]=[CH:16][C:15]4[C:20](=[CH:21][C:12]5[CH2:11][C@:3]6([C:4]7[C:5](=[N:6][CH:7]=[CH:8][CH:9]=7)[NH:10][C:2]6=[O:1])[CH2:24][C:13]=5[CH:14]=4)[N:19]=3)[C:32]3[C:33]2=[C:28]([CH:29]=[CH:30][CH:31]=3)[NH:27]1 |f:3.4|. Reported procedure: To a stirred solution of (S)-2′-oxo-1′,2′,6,8-tetrahydrospiro[cyclopenta[g]quinoline-7,3′-pyrrolo[2,3-b]pyridine]-2-carbaldehyde (339 mg, 1.08 mmol, described in Intermediate 10), ethyl (4-oxo-1,2,4,5-tetrahydropyrrolo[4,3,2-de]quinolin-2a(3H)-yl)acetate, enantiomer A (200 mg, 0.768 mmol, described in Intermediate 22), and AcOH (0.44 mL, 7.68 mmol) in DCE (5 mL) was added sodium triacetoxyborohydride (228 mg, 1.08 mmol) and the mixture was stirred for 90 min at ambient temperature. The reaction ...